Dataset: the Open Reaction Database (ORD), a public repository of structured organic reaction records. Task: describe an organic reaction: reactants, conditions, products, and yield Starting materials: CC(=O)Nc1cccc(-n2ccnc2)c1, O=[N+]([O-])c1cc(I)ccc1F, [H-], [H][H], [Na+], CN(C)C=O, O. The product is CC(=O)N(c1cccc(-n2ccnc2)c1)c1ccc(I)cc1[N+](=O)[O-]. Reaction SMILES: [C:1]([CH3:2])(=[O:3])[NH:4][c:5]1[cH:6][c:7](-[n:11]2[cH:12][n:13][cH:14][cH:15]2)[cH:8][cH:9][cH:10]1.[F:20][c:21]1[c:22]([N+:28](=[O:29])[O-:30])[cH:23][c:24]([I:27])[cH:25][cH:26]1.[H-:16].[H:18][H:19].[Na+:17].[O:31]=[CH:32][N:33]([CH3:34])[CH3:35].[OH2:36]>>[C:1]([CH3:2])(=[O:3])[N:4]([c:5]1[cH:6][c:7](-[n:11]2[cH:12][n:13][cH:14][cH:15]2)[cH:8][cH:9][cH:10]1)[c:21]1[c:22]([N+:28](=[O:29])[O-:30])[cH:23][c:24]([I:27])[cH:25][cH:26]1. The reactants are CC(C)(C)[Si](C)(C)Cl, C=CCC(O)c1ccc(CCCCCCCC)cc1, CN(C)C=O, c1c[nH]cn1. The product is C=CCC(O[Si](C)(C)C(C)(C)C)c1ccc(CCCCCCCC)cc1. As a reaction SMILES: [C:25]([CH3:26])([CH3:27])([CH3:28])[Si:29]([Cl:30])([CH3:31])[CH3:32].[CH2:1]([CH2:2][CH2:3][CH2:4][CH2:5][CH2:6][CH2:7][CH3:8])[c:9]1[cH:10][cH:11][c:12]([CH:15]([CH2:16][CH:17]=[CH2:18])[OH:19])[cH:13][cH:14]1.[O:33]=[CH:34][N:35]([CH3:36])[CH3:37].[nH:20]1[cH:21][cH:22][n:23][cH:24]1>>[CH2:1]([CH2:2][CH2:3][CH2:4][CH2:5][CH2:6][CH2:7][CH3:8])[c:9]1[cH:10][cH:11][c:12]([CH:15]([CH2:16][CH:17]=[CH2:18])[O:19][Si:29]([C:25]([CH3:26])([CH3:27])[CH3:28])([CH3:31])[CH3:32])[cH:13][cH:14]1. Starting materials: COc1cc2cn[nH]c(=O)c2cc1OC, O=P(Cl)(Cl)Cl. The product is COc1cc2cnnc(Cl)c2cc1OC. As a reaction SMILES: [CH3:1][O:2][c:3]1[cH:4][c:5]2[cH:6][n:7][nH:8][c:9](=[O:15])[c:10]2[cH:11][c:12]1[O:13][CH3:14].[P:16]([Cl:17])([Cl:18])([Cl:19])=[O:20]>>[CH3:1][O:2][c:3]1[cH:4][c:5]2[cH:6][n:7][n:8][c:9]([Cl:18])[c:10]2[cH:11][c:12]1[O:13][CH3:14]. Reactants: CCOC(=O)C(C)Br, O=C([O-])[O-], CN(C)C=O, [K+], [K+], O, Oc1ccc(Oc2cnc3ccccc3c2)cc1. Product: CCOC(=O)C(C)Oc1ccc(Oc2cnc3ccccc3c2)cc1. RXN SMILES: [Br:19][CH:20]([C:21](=[O:22])[O:23][CH2:24][CH3:25])[CH3:26].[C:27](=[O:28])([O-:29])[O-:30].[CH3:33][N:34]([CH3:35])[CH:36]=[O:37].[K+:31].[K+:32].[OH2:38].[OH:1][c:2]1[cH:3][cH:4][c:5]([O:6][c:7]2[cH:8][n:9][c:10]3[cH:11][cH:12][cH:13][cH:14][c:15]3[cH:16]2)[cH:17][cH:18]1>>[O:1]([c:2]1[cH:3][cH:4][c:5]([O:6][c:7]2[cH:8][n:9][c:10]3[cH:11][cH:12][cH:13][cH:14][c:15]3[cH:16]2)[cH:17][cH:18]1)[CH:20]([C:21](=[O:22])[O:23][CH2:24][CH3:25])[CH3:26].